Dataset: the Open Reaction Database (ORD), a public repository of structured organic reaction records. Task: describe an organic reaction: reactants, conditions, products, and yield Reactants: BrC=1C=C(C=NC1)O (5-Bromo-pyridin-3-ol), O1C(C1)CO (oxiranyl-methanol), C1(=CC=CC=C1)P(C1=CC=CC=C1)C1=CC=CC=C1 (triphenylphosphine), N(=NC(=O)OC(C)(C)C)C(=O)OC(C)(C)C (di-tert-butyl azodicarboxylate). As a reaction SMILES: [Br:1][C:2]1[CH:3]=[C:4]([OH:8])[CH:5]=[N:6][CH:7]=1.[O:9]1[CH2:11][CH:10]1[CH2:12]O.C1(P(C2C=CC=CC=2)C2C=CC=CC=2)C=CC=CC=1.N(C(OC(C)(C)C)=O)=NC(OC(C)(C)C)=O>C1COCC1>[Br:1][C:2]1[CH:7]=[N:6][CH:5]=[C:4]([O:8][CH2:12][CH:10]2[CH2:11][O:9]2)[CH:3]=1. Product: BrC=1C=NC=C(C1)OCC1OC1 (3-Bromo-5-oxiranylmethoxy-pyridine). Yield: 72.7%. Reported procedure: To a solution of 5-Bromo-pyridin-3-ol (0.50 g, 2.87 mmol), oxiranyl-methanol (0.38 mL, 5.74 mmol) and triphenylphosphine (1.50 g, 5.74 mmol) in anhydrous THF (20 mL) was added di-tert-butyl azodicarboxylate (DBAD) (1.32 g, 5.74 mmol) and the reaction mixture stirred at room temperature for 18 hrs and concentrated. The residue was purified by flash column chromatography on silica gel eluting with 10%-35% ethyl acetate/hexanes to provide the desire product (0.48 g, 73%). The solvent is C1CCOC1 (THF). Run at time 18 hour. RXN SMILES: [C:1]1([C:3](=[CH:5][CH:6]=[CH:7][CH:8]=1)[OH:4])[OH:2].[CH3:9][C:10](=O)[CH2:11][CH3:12].O=P12OP3(OP(OP(O3)(O1)=O)(=O)O2)=O>C(Cl)Cl>[CH2:10]([C:11]1([CH3:12])[O:4][C:3]2[CH:5]=[CH:6][CH:7]=[CH:8][C:1]=2[O:2]1)[CH3:9]. Procedure: Following Intermediate Method 3, the reaction of catechol with 2-butanone and phosphorus pentoxide in methylene chloride produces 2-ethyl-2-methyl-1,3-benzodioxole, (XVI). Nitration of (XVI) with nitric and sulfuric acid in methylene chloride yields 2-ethyl-2-methyl-5-nitro-1,3-benzodioxole, (XVII). Subsequent hydrogenation of the compound (XVII) with platinum oxide in ethanol produces 5-amino-2-ethyl-2-methyl-1,3-benzodioxole, (XVIII). ##STR30## The solvent is C(Cl)Cl (methylene chloride). Yields the product C(C)C1(OC2=C(O1)C=CC=C2)C (2-ethyl-2-methyl-1,3-benzodioxole), ( XVI ). The reactants are C=1(O)C(O)=CC=CC1 (catechol), CC(CC)=O (2-butanone), O=P12OP3(=O)OP(=O)(O1)OP(=O)(O2)O3 (phosphorus pentoxide). Starting materials: CCOC(=O)C (EtOAc), NC1=NC=NN2C1=C(C=C2C2CCN(CC2)C(CN(C(O)=O)C)=O)C=2C=CC1=C(N(N=C1C2)CC2=CC=CC=C2)N ((2-(4-[4-Amino-5-(3-amino-2-benzyl-2H-indazol-6-yl)-pyrrolo[2,1-f][1,2,4]triazin-7-yl]-piperidin-1-yl)-2-oxo-ethyl)-methyl-carbamic acid), butyl ester, FC(C(=O)O)(F)F (trifluoroacetic acid). Run in C(Cl)Cl (DCM). Conditions: time 1 hour. Product: NC1=NC=NN2C1=C(C=C2C2CCN(CC2)C(CNC)=O)C=2C=CC1=C(N(N=C1C2)CC2=CC=CC=C2)N (1-{-4-[4-Amino-5-(3-amino-2-benzyl-2H-indazol-6-yl)-pyrrolo[2,1-f][1,2,4]triazin-7-yl]-piperidin-1-yl}-2-methylamino-ethanone). Yield: 98.5%. Reaction SMILES: [NH2:1][C:2]1[C:7]2=[C:8]([C:25]3[CH:26]=[CH:27][C:28]4[C:32]([CH:33]=3)=[N:31][N:30]([CH2:34][C:35]3[CH:40]=[CH:39][CH:38]=[CH:37][CH:36]=3)[C:29]=4[NH2:41])[CH:9]=[C:10]([CH:11]3[CH2:16][CH2:15][N:14]([C:17](=[O:24])[CH2:18][N:19](C)[C:20](=O)O)[CH2:13][CH2:12]3)[N:6]2[N:5]=[CH:4][N:3]=1.FC(F)(F)C(O)=O.CCOC(C)=O>C(Cl)Cl>[NH2:1][C:2]1[C:7]2=[C:8]([C:25]3[CH:26]=[CH:27][C:28]4[C:32]([CH:33]=3)=[N:31][N:30]([CH2:34][C:35]3[CH:40]=[CH:39][CH:38]=[CH:37][CH:36]=3)[C:29]=4[NH2:41])[CH:9]=[C:10]([CH:11]3[CH2:16][CH2:15][N:14]([C:17](=[O:24])[CH2:18][NH:19][CH3:20])[CH2:13][CH2:12]3)[N:6]2[N:5]=[CH:4][N:3]=1. Reported procedure: To a suspension of (2-(4-[4-Amino-5-(3-amino-2-benzyl-2H-indazol-6-yl)-pyrrolo[2,1-f][1,2,4]triazin-7-yl]-piperidin-1-yl)-2-oxo-ethyl)-methyl-carbamic acid tart-butyl ester (30 mg, 0.049 mmol) in anhydrous DCM (1.0 mL) was added trifluoroacetic acid (1.0 mL), and the reaction mixture was stirred at rt. After 1 h, the mixture was poured into EtOAc (75 mL), and the organic phase was washed with aqueous, saturated NaHCO3 solution (3×25 mL), water and brine, dried over Na2SO4, filtered, and concentr... The solvent is CO (methanol). Reagents/catalysts: [Ni] (Raney nickel). Reported procedure: 1-(2-Nitropropoxy)-2,2,5,5-tetramethylcyclopentane is dissolved in methanol and hydrogenated at 50 psi with Raney nickel T-1 as a catalyst. The reaction mixture is filtered through Celite and evaporated to yield 1-(2-aminopropoxy)-2,2,5,5-tetramethylcyclopentane. The product is NC(COC1C(CCC1(C)C)(C)C)C (1-(2-aminopropoxy)-2,2,5,5-tetramethylcyclopentane). RXN SMILES: [N+:1]([CH:4]([CH3:16])[CH2:5][O:6][CH:7]1[C:11]([CH3:13])([CH3:12])[CH2:10][CH2:9][C:8]1([CH3:15])[CH3:14])([O-])=O>CO.[Ni]>[NH2:1][CH:4]([CH3:16])[CH2:5][O:6][CH:7]1[C:11]([CH3:13])([CH3:12])[CH2:10][CH2:9][C:8]1([CH3:15])[CH3:14]. Starting materials: [N+](=O)([O-])C(COC1C(CCC1(C)C)(C)C)C (1-(2-Nitropropoxy)-2,2,5,5-tetramethylcyclopentane).